From a dataset of the Open Reaction Database (ORD), a public repository of structured organic reaction records. describe an organic reaction: reactants, conditions, products, and yield Reactants: FC1=CC=C(C=C1)N1CCN(CC1)C1=C(C(NC(=N1)C)=O)[N+](=O)[O-] (6-[4-(4-Fluoro-phenyl)-piperazin-1-yl]-2-methyl-5-nitro-3H-pyrimidin-4-one), ClCCCCCCO (6-chloro-1-hexanol), C([O-])([O-])=O.[K+].[K+] (potassium carbonate). Run in CN(C=O)C (N,N-dimethylformamide). Product: FC1=CC=C(C=C1)N1CCN(CC1)C1=C(C(=NC(=N1)C)OCCCCCCO)[N+](=O)[O-] (6-{6-[4-(4-fluoro-phenyl)-piperazin-1-yl]-2-methyl-5-nitro-pyrimidin-4-yloxy}-hexan-1-ol). Reaction SMILES: [F:1][C:2]1[CH:7]=[CH:6][C:5]([N:8]2[CH2:13][CH2:12][N:11]([C:14]3[N:19]=[C:18]([CH3:20])[NH:17][C:16](=[O:21])[C:15]=3[N+:22]([O-:24])=[O:23])[CH2:10][CH2:9]2)=[CH:4][CH:3]=1.Cl[CH2:26][CH2:27][CH2:28][CH2:29][CH2:30][CH2:31][OH:32].C(=O)([O-])[O-].[K+].[K+]>CN(C)C=O>[F:1][C:2]1[CH:7]=[CH:6][C:5]([N:8]2[CH2:9][CH2:10][N:11]([C:14]3[N:19]=[C:18]([CH3:20])[N:17]=[C:16]([O:21][CH2:26][CH2:27][CH2:28][CH2:29][CH2:30][CH2:31][OH:32])[C:15]=3[N+:22]([O-:24])=[O:23])[CH2:12][CH2:13]2)=[CH:4][CH:3]=1 |f:2.3.4|. Reported procedure: In analogy to the procedure described in example 8, the 6-[4-(4-fluoro-phenyl)-piperazin-1-yl]-2-methyl-5-nitro-3H-pyrimidin-4-one (example 1) was treated with 6-chloro-1-hexanol and potassium carbonate in N,N-dimethylformamide at 120° C. to yield the 6-{6-[4-(4-fluoro-phenyl)-piperazin-1-yl]-2-methyl-5-nitro-pyrimidin-4-yloxy}-hexan-1-ol as a yellow amorphous solid; MS: [M+H]+=434. The reactants are [Cl-].[NH4+] (ammonium chloride), Cl.NC(=N)N (guanidine hydrochloride), CN(/C=C/C(=O)C1=NNC2=CC=CC=C12)C ((E)-3-(dimethylamino)-1-(1H-3-indazolyl)-2-propen-1-one), [Na] (sodium). The solvent is C(C)O (ethanol). Yields the product N1N=C(C2=CC=CC=C12)C1=NC(=NC=C1)N (4-(1H-3-Indazolyl)-2-pyrimidinamine). The yield is 65.9%. As a reaction SMILES: [Na].Cl.[NH2:3][C:4]([NH2:6])=[NH:5].CN(C)/[CH:9]=[CH:10]/[C:11]([C:13]1[C:21]2[C:16](=[CH:17][CH:18]=[CH:19][CH:20]=2)[NH:15][N:14]=1)=O.[Cl-].[NH4+]>C(O)C>[NH:15]1[C:16]2[C:21](=[CH:20][CH:19]=[CH:18][CH:17]=2)[C:13]([C:11]2[CH:10]=[CH:9][N:3]=[C:4]([NH2:6])[N:5]=2)=[N:14]1 |f:1.2,4.5,^1:0|. Procedure: A total of 20 mg of metallic sodium was dissolved in 5 ml of dry ethanol. To the resulting solution were added 76 mg of guanidine hydrochloride and 85 mg of (E)-3-(dimethylamino)-1-(1H-3-indazolyl)-2-propen-1-one, followed by heating under reflux for 12 hours. To the reaction mixture was added aqueous ammonium chloride solution, and the mixture was extracted with ethyl acetate. The organic layer was washed with water, dried over anhydrous magnesium sulfate and the solvent was evaporated. The res... Reactants: N1(CCCCC1)C#N (1-piperidinecarbonitrile), colorless oil, solution, C[O-].[Na+] (sodium methoxide). Run in CO (methanol), CO (methanol). Yields the product N1(CCCCC1)C(OC)=N (Methyl 1-piperidinecarboximidate). As a reaction SMILES: [N:1]1([C:7]#[N:8])[CH2:6][CH2:5][CH2:4][CH2:3][CH2:2]1.[CH3:9][O-:10].[Na+]>CO>[N:1]1([C:7](=[NH:8])[O:10][CH3:9])[CH2:6][CH2:5][CH2:4][CH2:3][CH2:2]1 |f:1.2|. Procedure: A solution of 45.2 g. (0.41 mole) of 1-piperidinecarbonitrile and 11 g. (0.05 mole) of a 25% solution of sodium methoxide in methanol in 200 ml. of methanol is stirred at room temperature under a nitrogen atmosphere for 18 hours. The solvent is evaporated and the residue is taken up in ether. The ether solution is filtered through a small pad of Celite and evaporated to constant weight to give 57.8 g. (99%) of a colorless oil.